Dataset: the Open Reaction Database (ORD), a public repository of structured organic reaction records. Task: describe an organic reaction: reactants, conditions, products, and yield The reactants are ClC=1C=C(C=CC1F)NCC(=O)NC1=C(C=CC(=C1)O)C (2-(3-chloro-4-fluoro-phenylamino)-N-(5-hydroxy-2-methyl-phenyl)-acetamide), CN1CCN(CC1)CCCO (4-methyl-1-piperazinepropanol), C(CCC)P(CCCC)CCCC (tributylphosphine), N(=NC(=O)N1CCCCC1)C(=O)N1CCCCC1 (1,1′-(azodicarbonyl)dipiperidine). Solvent: O1CCCC1 (tetrahydrofuran), C(C)OCC (diethylether). Run at time 20 hour. The product is ClC=1C=C(C=CC1F)NCC(=O)NC1=C(C=CC(=C1)OCCCN1CCN(CC1)C)C (3-Chloro-4-fluorophenylamino-N-{2-methyl-5-[3-(4methylpiperazin-1yl)-propoxyl]phenyl}acetamide). The yield is 57.4%. Reaction SMILES: [Cl:1][C:2]1[CH:3]=[C:4]([NH:9][CH2:10][C:11]([NH:13][C:14]2[CH:19]=[C:18]([OH:20])[CH:17]=[CH:16][C:15]=2[CH3:21])=[O:12])[CH:5]=[CH:6][C:7]=1[F:8].[CH3:22][N:23]1[CH2:28][CH2:27][N:26]([CH2:29][CH2:30][CH2:31]O)[CH2:25][CH2:24]1.C(P(CCCC)CCCC)CCC.N(C(N1CCCCC1)=O)=NC(N1CCCCC1)=O>O1CCCC1.C(OCC)C>[Cl:1][C:2]1[CH:3]=[C:4]([NH:9][CH2:10][C:11]([NH:13][C:14]2[CH:19]=[C:18]([O:20][CH2:31][CH2:30][CH2:29][N:26]3[CH2:27][CH2:28][N:23]([CH3:22])[CH2:24][CH2:25]3)[CH:17]=[CH:16][C:15]=2[CH3:21])=[O:12])[CH:5]=[CH:6][C:7]=1[F:8]. Reported procedure: To a solution of 2-(3-chloro-4-fluoro-phenylamino)-N-(5-hydroxy-2-methyl-phenyl)-acetamide (0.400 g) and 4-methyl-1-piperazinepropanol (0.270 g) in tetrahydrofuran (20 ml) under a nitrogen atmosphere was added tributylphosphine (0.64 ml) and 1,1′-(azodicarbonyl)dipiperidine (0.656 g) and the mixture stirred at ambient temperature for 20 hours. The reaction mixture was poured into diethylether and filtered through Celite. After concentration, the residue was purified by NPHPLC (eluting with 75% e... Reaction SMILES: [C:22](=[O:23])([O-:24])[O-:25].[CH3:28][OH:29].[CH:1]([CH3:2])([CH3:3])[O:4][C:5]1([c:8]2[c:9]([CH2:20][CH3:21])[cH:10][c:11]([C:14]#[C:15][Si:16]([CH3:17])([CH3:18])[CH3:19])[cH:12][cH:13]2)[CH2:6][CH2:7]1.[K+:26].[K+:27]>>[CH:1]([CH3:2])([CH3:3])[O:4][C:5]1([c:8]2[c:9]([CH2:20][CH3:21])[cH:10][c:11]([C:14]#[CH:15])[cH:12][cH:13]2)[CH2:6][CH2:7]1. Product: C#Cc1ccc(C2(OC(C)C)CC2)c(CC)c1. The reactants are O=C([O-])[O-], CO, CCc1cc(C#C[Si](C)(C)C)ccc1C1(OC(C)C)CC1, [K+], [K+]. Reaction conditions: time 18 hour. Product: CN1C(=C(C2=CC=C(C=C12)OCC1=NC2=CC=CC=C2C=C1)C(C1=CC=C(C=C1)Cl)=O)CC(C(=O)OC)(C)C (Methyl 3-[N-methyl-3-(p-chlorobenzoyl)-6-(quinolin-2-ylmethoxy)indol-2-yl]2,2-dimethylpropanoate). The solvent is CN(C)C=O (DMF). Reported procedure: To a solution of 180 mg of the phenol from Step E in 5 mL of DMF were added 124 mg of milled K2CO3 followed by 150 mg of 2-(bromomethyl) quinoline. The mixture was stirred at R.T. for 18 h, poured onto 25% aq. NH4OAc and extracted with ethyl acetate. The extract was dried over Na2SO4 and evaporated to dryness to give an oil which was chromatographed on flash silica gel using ethyl acetate:hexane (30:70) as eluant to give the title compound as a foam. As a reaction SMILES: [CH3:1][N:2]1[C:10]2[C:5](=[CH:6][CH:7]=[C:8]([OH:11])[CH:9]=2)[C:4]([C:12](=[O:20])[C:13]2[CH:18]=[CH:17][C:16]([Cl:19])=[CH:15][CH:14]=2)=[C:3]1[CH2:21][C:22]([CH3:28])([CH3:27])[C:23]([O:25][CH3:26])=[O:24].C([O-])([O-])=O.[K+].[K+].Br[CH2:36][C:37]1[CH:46]=[CH:45][C:44]2[C:39](=[CH:40][CH:41]=[CH:42][CH:43]=2)[N:38]=1>CN(C=O)C>[CH3:1][N:2]1[C:10]2[C:5](=[CH:6][CH:7]=[C:8]([O:11][CH2:36][C:37]3[CH:46]=[CH:45][C:44]4[C:39](=[CH:40][CH:41]=[CH:42][CH:43]=4)[N:38]=3)[CH:9]=2)[C:4]([C:12](=[O:20])[C:13]2[CH:14]=[CH:15][C:16]([Cl:19])=[CH:17][CH:18]=2)=[C:3]1[CH2:21][C:22]([CH3:28])([CH3:27])[C:23]([O:25][CH3:26])=[O:24] |f:1.2.3|. Reactants: CN1C(=C(C2=CC=C(C=C12)O)C(C1=CC=C(C=C1)Cl)=O)CC(C(=O)OC)(C)C (Methyl 3-[N-methyl-3-(p-chlorobenzoyl)-6-hydroxyindol-2-yl]-2,2-dimethylpropanoate), C(=O)([O-])[O-].[K+].[K+] (K2CO3), NH4OAc, BrCC1=NC2=CC=CC=C2C=C1 (2-(bromomethyl) quinoline). Reactants: Cc1ccccc1, CC(=O)C1(O)C(C)OC(n2cnc3cc(Cl)c(Cl)cc32)C1F, O=C1CCC(=O)N1Br. The product is CC(=O)C1(O)C(C)OC(n2c(Br)nc3cc(Cl)c(Cl)cc32)C1F. As a reaction SMILES: [CH3:31][c:32]1[cH:33][cH:34][cH:35][cH:36][cH:37]1.[Cl:1][c:2]1[cH:3][c:4]2[c:5]([n:6]([CH:9]3[CH:10]([F:19])[C:11]([OH:12])([C:16]([CH3:17])=[O:18])[CH:13]([CH3:15])[O:14]3)[cH:7][n:8]2)[cH:20][c:21]1[Cl:22].[O:23]=[C:24]1[N:25]([Br:30])[C:26](=[O:27])[CH2:28][CH2:29]1>>[Cl:1][c:2]1[cH:3][c:4]2[c:5]([n:6]([CH:9]3[CH:10]([F:19])[C:11]([OH:12])([C:16]([CH3:17])=[O:18])[CH:13]([CH3:15])[O:14]3)[c:7]([Br:30])[n:8]2)[cH:20][c:21]1[Cl:22]. Reactants: C(C)(C)(C)ON=C1C=C(OC2=CC=C(C=C12)O)C1=CC=2N(C=N1)C=CC2 (6-hydroxy-2-pyrrolo[1,2-c]pyrimidin-3-yl-chromen-4-one O-tert-butyl-oxime), ClCCOC=1C=NC=CC1 (3-(2-Chloro-ethoxy)-pyridine). The product is N1=CC(=CC=C1)OCCOC=1C=C2C(C=C(OC2=CC1)C1=CC=2N(C=N1)C=CC2)=NO (6-[2-(Pyridin-3-yloxy)-ethoxy]-2-pyrrolo[1,2-c]pyrimidin-3-yl-chromen-4-one oxime). As a reaction SMILES: C([O:5][N:6]=[C:7]1[C:16]2[C:11](=[CH:12][CH:13]=[C:14]([OH:17])[CH:15]=2)[O:10][C:9]([C:18]2[N:23]=[CH:22][N:21]3[CH:24]=[CH:25][CH:26]=[C:20]3[CH:19]=2)=[CH:8]1)(C)(C)C.Cl[CH2:28][CH2:29][O:30][C:31]1[CH:32]=[N:33][CH:34]=[CH:35][CH:36]=1>>[N:33]1[CH:34]=[CH:35][CH:36]=[C:31]([O:30][CH2:29][CH2:28][O:17][C:14]2[CH:15]=[C:16]3[C:11](=[CH:12][CH:13]=2)[O:10][C:9]([C:18]2[N:23]=[CH:22][N:21]4[CH:24]=[CH:25][CH:26]=[C:20]4[CH:19]=2)=[CH:8][C:7]3=[N:6][OH:5])[CH:32]=1. Reported procedure: 6-[2-(Pyridin-3-yloxy)-ethoxy]-2-pyrrolo[1,2-c]pyrimidin-3-yl-chromen-4-one oxime was prepared in 16% overall yield using the method described in example 147, starting from 6-hydroxy-2-pyrrolo[1,2-c]pyrimidin-3-yl-chromen-4-one O-tert-butyl-oxime (example 81A) and 3-(2-Chloro-ethoxy)-pyridine. Product: ClC=1C=C(C=CC1)C1=CC(=C2C(=N1)CCC2)CC2=CC=C(C=C2)CC(=O)OC (methyl 2-(4-((2-(3-chlorophenyl)-6,7-dihydro-5H-cyclopenta[b]pyridin-4-yl)methyl)phenyl)acetate). As a reaction SMILES: [Cl:1][C:2]1[CH:3]=[C:4]([C:8]2[N:13]=[C:12]3[CH2:14][CH2:15][CH2:16][C:11]3=[C:10]([CH2:17][C:18]3[CH:23]=[CH:22][C:21]([CH2:24][C:25]([OH:27])=[O:26])=[CH:20][CH:19]=3)[CH:9]=2)[CH:5]=[CH:6][CH:7]=1.Cl.[CH3:29]O>CO>[Cl:1][C:2]1[CH:3]=[C:4]([C:8]2[N:13]=[C:12]3[CH2:14][CH2:15][CH2:16][C:11]3=[C:10]([CH2:17][C:18]3[CH:19]=[CH:20][C:21]([CH2:24][C:25]([O:27][CH3:29])=[O:26])=[CH:22][CH:23]=3)[CH:9]=2)[CH:5]=[CH:6][CH:7]=1 |f:1.2|. Conditions: time 23 hour. Run in CO (methanol). Isolated yield 10.6%. Procedure details: A 25-mL flask, with stirrer bar, was charged with 2-(4-((2-(3-chlorophenyl)-6,7-dihydro-5H-cyclopenta[b]pyridin-4-yl)methyl)phenyl)acetic acid (0.066 g, 0.17 mol), 4M HCl/methanol (0.22 mL, 0.87 mmol) and methanol (4 mL). After 23 h, the reaction was concentrated under reduced pressure. The residue was dissolved in ethyl acetate and saturated sodium bicarbonate (20 mL). The organic layer was washed with saturated sodium chloride (10 mL) then dried over sodium sulfate, filtered, and concentrated ... Starting materials: ClC=1C=C(C=CC1)C1=CC(=C2C(=N1)CCC2)CC2=CC=C(C=C2)CC(=O)O (2-(4-((2-(3-chlorophenyl)-6,7-dihydro-5H-cyclopenta[b]pyridin-4-yl)methyl)phenyl)acetic acid), Cl.CO (HCl methanol). The reactants are [N+](=O)([O-])[O-].[K+] (potassium nitrate), C(C)OP(=O)(OCC)CC1=NN=C2N1C1=CC=C(C=C1NC2=O)C(F)(F)F (1-[(diethoxyphosphoryl)methyl]-7-trifluoromethyl[1,2,4]triazolo [4,3-a]quinoxalin-4(5H)-one). Run at time 8 hour. Reaction SMILES: [N+:1]([O-:4])([O-])=[O:2].[K+].[CH2:6]([O:8][P:9]([CH2:14][C:15]1[N:19]2[C:20]3[C:25]([NH:26][C:27](=[O:28])[C:18]2=[N:17][N:16]=1)=[CH:24][C:23]([C:29]([F:32])([F:31])[F:30])=[CH:22][CH:21]=3)([O:11][CH2:12][CH3:13])=[O:10])[CH3:7]>S(=O)(=O)(O)O>[CH2:12]([O:11][P:9]([CH2:14][C:15]1[N:19]2[C:20]3[C:25]([NH:26][C:27](=[O:28])[C:18]2=[N:17][N:16]=1)=[CH:24][C:23]([C:29]([F:30])([F:32])[F:31])=[C:22]([N+:1]([O-:4])=[O:2])[CH:21]=3)([O:8][CH2:6][CH3:7])=[O:10])[CH3:13] |f:0.1|. Product: C(C)OP(=O)(OCC)CC1=NN=C2N1C1=CC(=C(C=C1NC2=O)C(F)(F)F)[N+](=O)[O-] (1-[(Diethoxyphosphoryl)methyl]-8-nitro-7-trifluoromethyl[1,2,4]triazolo[4,3-a]quinoxalin-4(5H)-one). Yield: 79.1%. The solvent is S(O)(O)(=O)=O (sulfuric acid). Procedure: Powdered potassium nitrate (1.82 g, 18 mmol) was added to a stirred solution of 1-[(diethoxyphosphoryl)methyl]-7-trifluoromethyl[1,2,4]triazolo [4,3-a]quinoxalin-4(5H)-one (3.7 g, 9.15 mmol) in 50 ml of conc. sulfuric acid at 0° C. The mixture was stirred at room temperature overnight, and quenched in ice/water (300 g). The aqueous phase was extracted with ethyl acetate (5×100 ml), and the combined organic extracts were dried with anhydrous sodium sulfate, and evaporated. The residue was tritura... Reactants: C(C)OC(C(CC1=CC=C(C=C1)CCN(CCCCCCC)C(=O)OC(C)(C)C)O)=O (3-{4-[2-(tert-butoxycarbonyl-heptyl-amino)-ethyl]-phenyl}-2-hydroxy-propionic acid ethyl ester), C1(=CC=CC=C1)S (benzenethiol), ethyl and methyl ester. The product is C(C)OC(C(CC1=CC=C(C=C1)CCN(CCCCCCC)C(=O)OC(C)(C)C)SC1=CC=CC=C1)=O (3-{4-[2-(tert-Butoxycarbonyl-heptyl-amino)-ethyl]-phenyl}-2-phenylsulfanyl-propionic acid ethyl ester). Reaction SMILES: [CH2:1]([O:3][C:4](=[O:31])[CH:5](O)[CH2:6][C:7]1[CH:12]=[CH:11][C:10]([CH2:13][CH2:14][N:15]([C:23]([O:25][C:26]([CH3:29])([CH3:28])[CH3:27])=[O:24])[CH2:16][CH2:17][CH2:18][CH2:19][CH2:20][CH2:21][CH3:22])=[CH:9][CH:8]=1)[CH3:2].[C:32]1([SH:38])[CH:37]=[CH:36][CH:35]=[CH:34][CH:33]=1>>[CH2:1]([O:3][C:4](=[O:31])[CH:5]([S:38][C:32]1[CH:37]=[CH:36][CH:35]=[CH:34][CH:33]=1)[CH2:6][C:7]1[CH:12]=[CH:11][C:10]([CH2:13][CH2:14][N:15]([C:23]([O:25][C:26]([CH3:29])([CH3:28])[CH3:27])=[O:24])[CH2:16][CH2:17][CH2:18][CH2:19][CH2:20][CH2:21][CH3:22])=[CH:9][CH:8]=1)[CH3:2]. Reported procedure: Synthesized from 3-{4-[2-(tert-butoxycarbonyl-heptyl-amino)-ethyl]-phenyl}-2-hydroxy-propionic acid ethyl ester using a procedure analogous to that used for Example 50 and substituting benzenethiol as the nucleophile to give an approximate 1:1 mixture of ethyl and methyl ester as a clear film (51 mg, 87%).